Dataset: the Open Reaction Database (ORD), a public repository of structured organic reaction records. Task: describe an organic reaction: reactants, conditions, products, and yield The reactants are COC1=CC=C(CN2N=NC(=C2C(=O)OCC)C(C2=C(C=CC=C2)[N+](=O)[O-])=O)C=C1 (Ethyl 1-(4-methoxybenzyl)-4-(2-nitrobenzoyl)-1,2, 3-triazole-5-carboxylate). The reagents and catalysts are [Pd] (palladium on carbon), [Pd] (palladium on carbon). Solvent: C(C)O (ethanol). Run at time 16 hour. Yields the product NC1=C(C(=O)C=2N=NN(C2C(=O)OCC)CC2=CC=C(C=C2)OC)C=CC=C1 (ethyl 4-(2-aminobenzoyl)-1-(4-methoxybenzyl)-1,2,3-triazole-5-carboxylate). Yield: 94.2%. Reaction SMILES: [CH3:1][O:2][C:3]1[CH:30]=[CH:29][C:6]([CH2:7][N:8]2[C:12]([C:13]([O:15][CH2:16][CH3:17])=[O:14])=[C:11]([C:18](=[O:28])[C:19]3[CH:24]=[CH:23][CH:22]=[CH:21][C:20]=3[N+:25]([O-])=O)[N:10]=[N:9]2)=[CH:5][CH:4]=1>C(O)C.[Pd]>[NH2:25][C:20]1[CH:21]=[CH:22][CH:23]=[CH:24][C:19]=1[C:18]([C:11]1[N:10]=[N:9][N:8]([CH2:7][C:6]2[CH:5]=[CH:4][C:3]([O:2][CH3:1])=[CH:30][CH:29]=2)[C:12]=1[C:13]([O:15][CH2:16][CH3:17])=[O:14])=[O:28]. Procedure: Ethyl 1-(4-methoxybenzyl)-4-(2-nitrobenzoyl)-1,2, 3-triazole-5-carboxylate (629 mg, 1.53 mmole) was dissolved in ethanol (6.0 ml), and 10% palladium on carbon (58 mg) was added. After the mixture was stirred under a hydrogen atmosphere at room temperature for 16 hours, 10% palladium on carbon (60 mg) was added, and the mixture was further stirred for 2 hours. The reaction mixture was filtered through celite, and the solvent was removed under reduced pressure. Precipitate was collected by filtrat... Starting materials: ClC1=NNC2=CC=C(C=C12)C=O (3-Chloro-1H-indazole-5-carbaldehyde), BrCC1=C(C=C(C=C1)Cl)C(F)(F)F (1-Bromomethyl-4-chloro-2-trifluoromethyl-benzene). The product is ClC1=NN(C2=CC=C(C=C12)C=O)CC1=C(C=C(C=C1)Cl)C(F)(F)F (3-Chloro-1-(4-chloro-2-trifluoromethyl-benzyl)-1H-indazole-5-carbaldehyde). Reaction SMILES: [Cl:1][C:2]1[C:10]2[C:5](=[CH:6][CH:7]=[C:8]([CH:11]=[O:12])[CH:9]=2)[NH:4][N:3]=1.Br[CH2:14][C:15]1[CH:20]=[CH:19][C:18]([Cl:21])=[CH:17][C:16]=1[C:22]([F:25])([F:24])[F:23]>>[Cl:1][C:2]1[C:10]2[C:5](=[CH:6][CH:7]=[C:8]([CH:11]=[O:12])[CH:9]=2)[N:4]([CH2:14][C:15]2[CH:20]=[CH:19][C:18]([Cl:21])=[CH:17][C:16]=2[C:22]([F:24])([F:23])[F:25])[N:3]=1. Procedure: 3-Chloro-1-(4-chloro-2-trifluoromethyl-benzyl)-1H-indazole-5-carbaldehyde was prepared from 3-Chloro-1H-indazole-5-carbaldehyde and 1-Bromomethyl-4-chloro-2-trifluoromethyl-benzene following general procedure A. Yields the product CN(C(=O)NCc1cccc(F)c1Cl)C(CO)CCC(=O)N1CCN(C(=O)OC(C)(C)C)CC1. Starting materials: CN(C(=O)NCc1cccc(F)c1Cl)C(CCC(=O)N1CCN(C(=O)OC(C)(C)C)CC1)CO[Si](C)(C)C(C)(C)C, CO, Cl, [Na+], O=C([O-])O. Reaction SMILES: [C:1]([Si:2]([CH3:3])([CH3:4])[O:6][CH2:7][CH:8]([CH2:9][CH2:10][C:11](=[O:12])[N:13]1[CH2:14][CH2:15][N:16]([C:19](=[O:20])[O:21][C:22]([CH3:23])([CH3:24])[CH3:25])[CH2:17][CH2:18]1)[N:26]([C:27](=[O:28])[NH:29][CH2:30][c:31]1[c:32]([Cl:38])[c:33]([F:37])[cH:34][cH:35][cH:36]1)[CH3:39])([CH3:5])([CH3:40])[CH3:41].[CH3:48][OH:49].[ClH:42].[Na+:47].[O-:43][C:44]([OH:45])=[O:46]>>[OH:6][CH2:7][CH:8]([CH2:9][CH2:10][C:11](=[O:12])[N:13]1[CH2:14][CH2:15][N:16]([C:19](=[O:20])[O:21][C:22]([CH3:23])([CH3:24])[CH3:25])[CH2:17][CH2:18]1)[N:26]([C:27](=[O:28])[NH:29][CH2:30][c:31]1[c:32]([Cl:38])[c:33]([F:37])[cH:34][cH:35][cH:36]1)[CH3:39].